Dataset: the Open Reaction Database (ORD), a public repository of structured organic reaction records. Task: describe an organic reaction: reactants, conditions, products, and yield Starting materials: C1(CCC(CC1)C(=O)OC)C(=O)OC (dimethyl cyclohexane-1,4-dicarboxylate), [OH-].[Li+] (lithium hydroxide). The solvent is O1CCCC1.CO.O (tetrahydrofuran methanol water). Run at time 18 hour. The product is COC(=O)C1CCC(CC1)C(=O)O (4-(methoxycarbonyl)cyclohexanecarboxylic acid). Yield: 77.9%. RXN SMILES: [CH:1]1([C:11]([O:13]C)=[O:12])[CH2:6][CH2:5][CH:4]([C:7]([O:9][CH3:10])=[O:8])[CH2:3][CH2:2]1.[OH-].[Li+]>O1CCCC1.CO.O>[CH3:10][O:9][C:7]([CH:4]1[CH2:5][CH2:6][CH:1]([C:11]([OH:13])=[O:12])[CH2:2][CH2:3]1)=[O:8] |f:1.2,3.4.5|. Procedure details: To a stirred solution of dimethyl cyclohexane-1,4-dicarboxylate (10.2 g, 51 mmol) in a mixture of 2:1:1 tetrahydrofuran/methanol/water (52 mL) was added lithium hydroxide (2.13 g, 51 mmol). The reaction mixture was stirred at room temperature for 18 h. The solvent was removed under reduced pressure and the residue was partitioned between diethyl ether and water. The aqueous layer was acidified to pH 4 with 1 N hydrochloric acid, and the precipitate collected, and dried under vacuum to afford 4-(... The reactants are C(CCC)[Li] (butyl-lithium), C1(=CC=CC=C1)C=1C=CC=C2C=CCC12 (7-Phenylindene), C[Si](Cl)(Cl)C (dimethyldichlorosilane). Run in C1(=CC=CC=C1)C (toluene), H2O-, O=O (O2), H2O-, O=O (O2). Reaction conditions: temperature 80 celsius. Product: C[Si](C1C=CC2=C(C=CC=C12)C1=CC=CC=C1)(C1C=CC2=C(C=CC=C12)C1=CC=CC=C1)C (Dimethylbis(4-phenylindenyl)silane). The yield is 62.0%. As a reaction SMILES: [CH2:1]([Li])[CH2:2][CH2:3][CH3:4].[C:6]1([C:12]2[CH:13]=[CH:14][CH:15]=[C:16]3[C:20]=2[CH2:19][CH:18]=[CH:17]3)[CH:11]=[CH:10][CH:9]=[CH:8][CH:7]=1.[CH3:21][Si:22]([CH3:25])(Cl)Cl>C1(C)C=CC=CC=1.O=O>[CH3:21][Si:22]([CH3:25])([CH:17]1[C:16]2[C:20](=[C:12]([C:6]3[CH:11]=[CH:10][CH:9]=[CH:8][CH:7]=3)[CH:13]=[CH:14][CH:15]=2)[CH:19]=[CH:18]1)[CH:1]1[C:17]2[C:4](=[C:12]([C:6]3[CH:11]=[CH:10][CH:9]=[CH:8][CH:7]=3)[CH:20]=[CH:19][CH:18]=2)[CH:3]=[CH:2]1. Procedure: 18.7 cm3 (50 mmol) of a 20 % strength solution of butyl-lithium in toluene were added at room temperature to a solution of 10 g (50 mmol) of 10 in 100 cm3 of H2O- and O2 -free toluene and 5 ml of H2O- and O2 -free THF, and the mixture was heated at 80° C. for 2 hours. The yellow suspension was subsequently cooled to 0° C., and 3.2 g (25 mmol) of dimethyldichlorosilane were added. The reaction mixture was heated at 80° C. for a further 1 hour and subsequently washed with 50 cm3 of H2O. The solven... Reactants: N[C@@H]1[C@@H](CN(CC1)CCN1C(C=CC2=C(C=C(C=C12)F)F)=O)O (Cis(±)1-{2-[4-amino-3-hydroxypiperidin-1-yl]ethyl}-5,7-difluoroquinolin-2(1H)-one), O=C1NC2=C(OC1)C=CC(=N2)C=O (3-oxo-3,4-dihydro-2H-pyrido[3,2-b][1,4]oxazine-6-carbaldehyde), C(C)(=O)O[BH-](OC(C)=O)OC(C)=O.[Na+] (sodium triacetoxy borohydride), product. Yields the product FC1=C2C=CC(N(C2=CC(=C1)F)CCN1C[C@H]([C@H](CC1)NCC=1C=CC=2OCC(NC2N1)=O)O)=O (Cis(±)6-[({1-[2-(5,7-difluoro-2-oxoquinolin-1(2H)-yl)ethyl]-3-hydroxypiperidin-4-yl}amino)methyl]-2H-pyrido[3,2-b][1,4]oxazin-3(4H)-one). The yield is 70.9%. As a reaction SMILES: [NH2:1][C@H:2]1[CH2:7][CH2:6][N:5]([CH2:8][CH2:9][N:10]2[C:19]3[C:14](=[C:15]([F:21])[CH:16]=[C:17]([F:20])[CH:18]=3)[CH:13]=[CH:12][C:11]2=[O:22])[CH2:4][C@H:3]1[OH:23].[O:24]=[C:25]1[CH2:30][O:29][C:28]2[CH:31]=[CH:32][C:33]([CH:35]=O)=[N:34][C:27]=2[NH:26]1.C(O[BH-](OC(=O)C)OC(=O)C)(=O)C.[Na+]>>[F:21][C:15]1[CH:16]=[C:17]([F:20])[CH:18]=[C:19]2[C:14]=1[CH:13]=[CH:12][C:11](=[O:22])[N:10]2[CH2:9][CH2:8][N:5]1[CH2:6][CH2:7][C@H:2]([NH:1][CH2:35][C:33]2[CH:32]=[CH:31][C:28]3[O:29][CH2:30][C:25](=[O:24])[NH:26][C:27]=3[N:34]=2)[C@H:3]([OH:23])[CH2:4]1 |f:2.3|. Procedure details: Cis(±)1-{2-[4-amino-3-hydroxypiperidin-1-yl]ethyl}-5,7-difluoroquinolin-2(1H)-one (175 mg, 0.54 mmol), 3-oxo-3,4-dihydro-2H-pyrido[3,2-b][1,4]oxazine-6-carbaldehyde (WO 2004/058144) (96 mg, 0.54 mmol) and sodium triacetoxy borohydride (344 mg, 1.6 mmol) were reacted as described for Example 1 to give 186 mg (71%) of the free base of the product as a colorless oil.